This data is from the Open Reaction Database (ORD), a public repository of structured organic reaction records. The task is: describe an organic reaction: reactants, conditions, products, and yield Reactants: CC(=O)N1CC(C)(C)c2ccc(N3C(=O)N(Cc4ccnc(Cl)c4)C(C)(C)C3=O)cc21, Cl, C1COCCO1. The product is CC1(C)CNc2cc(N3C(=O)N(Cc4ccnc(Cl)c4)C(C)(C)C3=O)ccc21. RXN SMILES: [C:1](=[O:2])([CH3:3])[N:4]1[CH2:5][C:6]([CH3:30])([CH3:31])[c:7]2[cH:8][cH:9][c:10]([N:13]3[C:14](=[O:29])[N:15]([CH2:21][c:22]4[cH:23][c:24]([Cl:28])[n:25][cH:26][cH:27]4)[C:16]([CH3:19])([CH3:20])[C:17]3=[O:18])[cH:11][c:12]21.[ClH:32].[O:33]1[CH2:34][CH2:35][O:36][CH2:37][CH2:38]1>>[NH:4]1[CH2:5][C:6]([CH3:30])([CH3:31])[c:7]2[cH:8][cH:9][c:10]([N:13]3[C:14](=[O:29])[N:15]([CH2:21][c:22]4[cH:23][c:24]([Cl:28])[n:25][cH:26][cH:27]4)[C:16]([CH3:19])([CH3:20])[C:17]3=[O:18])[cH:11][c:12]21. The reactants are CN1N=CC=2C(=CC=CC12)N (1-Methyl-1H-indazol-4-amine), ClC=1C=C(CN=C=O)C=CC1Cl (3,4-dichlorobenzyl isocyanate). Solvent: C1(=CC=CC=C1)C (toluene). Conditions: temperature 80 celsius. The product is ClC=1C=C(CNC(=O)NC2=C3C=NN(C3=CC=C2)C)C=CC1Cl (N-(3,4-dichlorobenzyl)-N′-(1-methyl-1H-indazol-4-yl)urea). RXN SMILES: [CH3:1][N:2]1[C:10]2[CH:9]=[CH:8][CH:7]=[C:6]([NH2:11])[C:5]=2[CH:4]=[N:3]1.[Cl:12][C:13]1[CH:14]=[C:15]([CH:20]=[CH:21][C:22]=1[Cl:23])[CH2:16][N:17]=[C:18]=[O:19]>C1(C)C=CC=CC=1>[Cl:12][C:13]1[CH:14]=[C:15]([CH:20]=[CH:21][C:22]=1[Cl:23])[CH2:16][NH:17][C:18]([NH:11][C:6]1[CH:7]=[CH:8][CH:9]=[C:10]2[C:5]=1[CH:4]=[N:3][N:2]2[CH3:1])=[O:19]. Procedure details: 1-Methyl-1H-indazol-4-amine (390 mg, 2.65 mmol) and 3,4-dichlorobenzyl isocyanate (0.39 mL, 2.65 mmol) were combined in toluene (20 mL) and heated overnight at 80° C. The mixture was allowed to cool to ambient temperature, filtered, and the filter cake was allowed to air-dry to provide the title compound. The corresponding hydrochloride salt was prepared by treatment with methanolic HCl. 1H NMR (300 MHz, d6-DMSO) δ 8.86 (s, 1H), 8.06 (d, J=1.0 Hz, 1H), 7.59-7.64 (m, 3H), 7.33 (m, 1H), 7.25 (m, 1... Reactants: CC(=O)OC(C)=O, COC(=O)C(N)Cc1ccccc1, Cl, c1ccncc1. Yields the product COC(=O)C(Cc1ccccc1)NC(C)=O. Reaction SMILES: [CH3:21][C:22](=[O:23])[O:24][C:25](=[O:26])[CH3:27].[CH3:2][O:3][C:4]([CH:5]([NH2:6])[CH2:7][c:8]1[cH:9][cH:10][cH:11][cH:12][cH:13]1)=[O:14].[ClH:1].[cH:15]1[cH:16][cH:17][n:18][cH:19][cH:20]1>>[CH3:2][O:3][C:4]([CH:5]([NH:6][C:22]([CH3:21])=[O:23])[CH2:7][c:8]1[cH:9][cH:10][cH:11][cH:12][cH:13]1)=[O:14]. Starting materials: C(#N)C1=CC(=NC=C1)CO (4-cyano-2-hydroxymethylpyridine), N1(CCOCC1)CC1=CC=NC=C1 (4-(4-morpholinyl)methylpyridine), S(=O)(=O)([O-])OOS(=O)(=O)[O-].[NH4+].[NH4+] (ammonium persulfate), OS(=O)(=O)O (H2SO4). The solvent is O (water), CO (methanol). The product is OCC1=NC=CC(=C1)CN1CCOCC1 (2-hydroxymethyl-4-(4-morpholinyl)methylpyridine). The yield is 21.0%. As a reaction SMILES: [C:1]([C:3]1[CH:8]=[CH:7][N:6]=[C:5]([CH2:9][OH:10])[CH:4]=1)#[N:2].N1(CC2C=CN=CC=2)[CH2:16][CH2:15][O:14][CH2:13][CH2:12]1.S(OOS([O-])(=O)=O)([O-])(=O)=O.[NH4+].[NH4+].OS(O)(=O)=O>O.CO>[OH:10][CH2:9][C:5]1[CH:4]=[C:3]([CH2:1][N:2]2[CH2:16][CH2:15][O:14][CH2:13][CH2:12]2)[CH:8]=[CH:7][N:6]=1 |f:2.3.4|. Procedure details: In a manner similar to the procedure described for the preparation of 4-cyano-2-hydroxymethylpyridine, 4-(4-morpholinyl)methylpyridine (9.15 g, 51.40 mmol), ammonium persulfate (23.44 g, 102.81 mmol, 2.0 equiv.), methanol (92 ml), water (46 ml) and concentrated H2SO4 (11.59 g, 118.2 mmol, 2.3 equiv.) provided 2.29 g (21%) of 2-hydroxymethyl-4-(4-morpholinyl)methylpyridine. Reaction SMILES: [CH3:31][OH:32].[Cl:1][c:2]1[n:3][n:4](-[c:17]2[cH:18][cH:19][c:20]([O:23][CH3:24])[cH:21][cH:22]2)[c:5](-[c:7]2[cH:8][cH:9][c:10]([O:13][CH2:14][O:15][CH3:16])[cH:11][cH:12]2)[cH:6]1.[ClH:25].[O:26]1[CH2:27][CH2:28][CH2:29][CH2:30]1>>[Cl:1][c:2]1[n:3][n:4](-[c:17]2[cH:18][cH:19][c:20]([O:23][CH3:24])[cH:21][cH:22]2)[c:5](-[c:7]2[cH:8][cH:9][c:10]([OH:13])[cH:11][cH:12]2)[cH:6]1. The product is COc1ccc(-n2nc(Cl)cc2-c2ccc(O)cc2)cc1. Reactants: CO, COCOc1ccc(-c2cc(Cl)nn2-c2ccc(OC)cc2)cc1, Cl, C1CCOC1. The reactants are COc1cc2c(cc1OC)C(c1ccccc1)N(C(=O)CCl)CC2, NC(N)=S. Product: COc1cc2c(cc1OC)C(c1ccccc1)NCC2. Reaction SMILES: [Cl:5][CH2:6][C:7](=[O:8])[N:9]1[CH:10]([c:23]2[cH:24][cH:25][cH:26][cH:27][cH:28]2)[c:11]2[cH:12][c:13]([O:21][CH3:22])[c:14]([O:19][CH3:20])[cH:15][c:16]2[CH2:17][CH2:18]1.[NH2:1][C:2](=[S:3])[NH2:4]>>[NH:9]1[CH:10]([c:23]2[cH:24][cH:25][cH:26][cH:27][cH:28]2)[c:11]2[cH:12][c:13]([O:21][CH3:22])[c:14]([O:19][CH3:20])[cH:15][c:16]2[CH2:17][CH2:18]1.